This data is from the Open Reaction Database (ORD), a public repository of structured organic reaction records. The task is: describe an organic reaction: reactants, conditions, products, and yield The yield is 84.0%. Yields the product CC(C)(C)C1=C(C(=CC(=C1)C=1SC(=NN1)NCCO)C(C)(C)C)O (2,6-bis(1,1-dimethylethyl)-4-[5-[(2-hydroxyethyl)amino]-1,3,4-thiadiazol-2-yl]phenol). Solvent: C(C)(C)O (isopropyl alcohol). The reactants are CC(C)(C)C1=C(C(=CC(=C1)C=1SC(=NN1)S(=O)(=O)C)C(C)(C)C)O (2,6-bis(1,1-dimethylethy)-4-[5-(methylsulfonyl)-1,3,4-thiadiazole-2-yl]phenol), C(O)CN (ethanolamine). Reported procedure: To a solution of 2,6-bis(1,1-dimethylethy)-4-[5-(methylsulfonyl)-1,3,4-thiadiazole-2-yl]phenol (4.0 g, 0.0109 mole) in isopropyl alcohol (15 ml) is added ethanolamine (1.9 g, 0.0326 mole). The resulting mixture is heated to reflux for 18 hours. The reaction is cooled and concentrated in vacuo. The resulting solid is recrystallized from methanol/water to give 3.2 g (3.8 g theor., 83%) of 2,6-bis(1,1-dimethylethyl)-4-[5-[(2-hydroxyethyl)amino]-1,3,4-thiadiazol-2-yl]phenol after drying in vacuo at ... As a reaction SMILES: [CH3:1][C:2]([C:5]1[CH:10]=[C:9]([C:11]2[S:12][C:13](S(C)(=O)=O)=[N:14][N:15]=2)[CH:8]=[C:7]([C:20]([CH3:23])([CH3:22])[CH3:21])[C:6]=1[OH:24])([CH3:4])[CH3:3].[CH2:25]([CH2:27][NH2:28])[OH:26]>C(O)(C)C>[CH3:1][C:2]([C:5]1[CH:10]=[C:9]([C:11]2[S:12][C:13]([NH:28][CH2:27][CH2:25][OH:26])=[N:14][N:15]=2)[CH:8]=[C:7]([C:20]([CH3:22])([CH3:21])[CH3:23])[C:6]=1[OH:24])([CH3:3])[CH3:4].